From a dataset of the Open Reaction Database (ORD), a public repository of structured organic reaction records. describe an organic reaction: reactants, conditions, products, and yield Starting materials: BrC1=CC(=C(N)C(=C1)F)Cl (4-bromo-2-chloro-6-fluoroaniline), C(C)OC=1C=C(C=CC1)B(O)O (3-ethoxyphenylboronic acid). The product is ClC=1C=C(C=C(C1N)F)C1=CC(=CC=C1)OCC (3-chloro-3′-ethoxy-5-fluorobiphenyl-4-amine). The yield is 67.7%. As a reaction SMILES: Br[C:2]1[CH:8]=[C:7]([F:9])[C:5]([NH2:6])=[C:4]([Cl:10])[CH:3]=1.[CH2:11]([O:13][C:14]1[CH:15]=[C:16](B(O)O)[CH:17]=[CH:18][CH:19]=1)[CH3:12]>>[Cl:10][C:4]1[CH:3]=[C:2]([C:18]2[CH:17]=[CH:16][CH:15]=[C:14]([O:13][CH2:11][CH3:12])[CH:19]=2)[CH:8]=[C:7]([F:9])[C:5]=1[NH2:6]. Reported procedure: The title compound (0.360 g) was prepared from 4-bromo-2-chloro-6-fluoroaniline (0.5 g, 2.0 mmol) and 3-ethoxyphenylboronic acid (0.441 g, 2.65 mmol) as a yellow liquid. 1H-NMR (δ ppm, DMSO-d6, 400 MHz): 7.43-7.38 (m, 2H), 7.27 (t, J 7.9, 1H), 7.14 (d, J 7.9, 1H), 7.10 (s, 1H), 6.82 (dd, J 2.1, 8.1, 1H), 5.51 (s, 2H), 4.07 (q, J 7, 2H), 1.32 (t, J 7, 3H). The reactants are Cl.NC1CC2=CC(=CC=C2CC1)OC (2-amino-7-methoxy-1,2,3,4-tetrahydronaphthalene hydrochloride), [BH4-].[Na+] (sodium borohydride), C1(=CC=CC=C1)C(=O)C=O (phenylglyoxal), [BH4-].[Na+] (sodium borohydride), O (water). Run in CO (methanol). Reaction conditions: temperature 4 celsius. Yields the product Cl.COC1=CC=C2CCC(CC2=C1)NCC(O)C1=CC=CC=C1 (2-[(7-methoxy-1,2,3,4-tetrahydronaphth-2-yl)amino]-1-phenylethanol hydrochloride). The yield is 20.0%. RXN SMILES: [C:1]1([C:7]([CH:9]=O)=[O:8])[CH:6]=[CH:5][CH:4]=[CH:3][CH:2]=1.[ClH:11].[NH2:12][CH:13]1[CH2:22][CH2:21][C:20]2[C:15](=[CH:16][C:17]([O:23][CH3:24])=[CH:18][CH:19]=2)[CH2:14]1.[BH4-].[Na+].O>CO>[ClH:11].[CH3:24][O:23][C:17]1[CH:16]=[C:15]2[C:20]([CH2:21][CH2:22][CH:13]([NH:12][CH2:9][CH:7]([C:1]3[CH:2]=[CH:3][CH:4]=[CH:5][CH:6]=3)[OH:8])[CH2:14]2)=[CH:19][CH:18]=1 |f:1.2,3.4,7.8|. Procedure details: An amount of 3.53 g of phenylglyoxal is reacted under stirring at room temperature for 3 hours with 5 g of 2-amino-7-methoxy-1,2,3,4-tetrahydronaphthalene hydrochloride in 100 ml of methanol in the presence of 0.9 g of sodium borohydride. After cooling to 4° C., 4,3 g of sodium borohydride are added and the reacting mixture is left under stirring at room temperature for a night. After addition of 20 ml of water, the solution is stirred at room temperature for 15 minutes, then it is evaporated to...